From a dataset of the Open Reaction Database (ORD), a public repository of structured organic reaction records. describe an organic reaction: reactants, conditions, products, and yield The reactants are BrC1=CN=C(C2=CN=CC=C12)Cl (4-bromo-1-chloro-2,7-naphthyridine), O=P(Cl)(Cl)Cl (POCl3), P(Cl)(Cl)(Cl)(Cl)Cl (PCl5), N (ammonia), N (ammonia). Yields the product C1(=NC=CC2=CC=NC=C12)N (2,7-naphthyridin-1-ylamine). Reaction SMILES: Br[C:2]1[C:11]2[C:6](=[CH:7][N:8]=[CH:9][CH:10]=2)[C:5](Cl)=[N:4][CH:3]=1.O=P(Cl)(Cl)Cl.P(Cl)(Cl)(Cl)(Cl)Cl.[NH3:24]>>[C:5]1([NH2:24])[C:6]2[C:11](=[CH:10][CH:9]=[N:8][CH:7]=2)[CH:2]=[CH:3][N:4]=1. Procedure: Bromination gives 4-bromo-2,7-naphthyridin-1(2H)-one CAS 959558-27-1, which is converted into 4-bromo-1-chloro-2,7-naphthyridine by chlorinating compounds, such as POCl3 and/or PCl5. Reaction with ammonia or ammonia equivalents gives 2,7-naphthyridin-1-ylamine.